Dataset: the Open Reaction Database (ORD), a public repository of structured organic reaction records. Task: describe an organic reaction: reactants, conditions, products, and yield The reactants are FC=1C=C(C=CC1)C1OC2=CC=C(C=C2C(C1)=O)O (2-(3-fluorophenyl)-6-hydroxychroman-4-one), ClC1=C(C=O)C=CC=C1 (2-chlorobenzaldehyde), 2, ,5′-dihydroxyacetophenone. The solvent is CCCCCCC.C(C)(=O)OCC (heptane ethyl acetate). Yields the product ClC1=C(C=CC=C1)C1OC2=CC=C(C=C2C(C1)=O)O (2-(2-Chlorophenyl)-6-hydroxychroman-4-one). RXN SMILES: F[C:2]1[CH:3]=[C:4]([CH:8]2[CH2:17][C:16](=[O:18])[C:15]3[C:10](=[CH:11][CH:12]=[C:13]([OH:19])[CH:14]=3)[O:9]2)[CH:5]=[CH:6][CH:7]=1.[Cl:20]C1C=CC=CC=1C=O>CCCCCCC.C(OCC)(=O)C>[Cl:20][C:5]1[CH:6]=[CH:7][CH:2]=[CH:3][C:4]=1[CH:8]1[CH2:17][C:16](=[O:18])[C:15]2[C:10](=[CH:11][CH:12]=[C:13]([OH:19])[CH:14]=2)[O:9]1 |f:2.3|. Reported procedure: 2-(2-Chlorophenyl)-6-hydroxychroman-4-one was prepared as described for 2-(3-fluorophenyl)-6-hydroxychroman-4-one in Example 9(a) starting from 3.0 g of 2 ′,5′-dihydroxyacetophenone and 2.8 g of 2-chlorobenzaldehyde. The product was passed though silica gel using heptane-ethyl acetate as an eluant and then triturated with ethanol. 1H NMR (400 MHz, d6-DMSO) δ: 9.49 (s, 1H), 7.77 (dd, 1H, J 7.7, 2.0 Hz), 7.53 (dd, 1H, J 7.6, 1.8 Hz), 7.49-7.41 (m, 2H), 7.14 (d, 1H, J 2.9 Hz), 7.06 (dd, 1H, J 8.8, ... Reactants: CN1CCN(CCC1)CCCCOC1=NC=CC(=C1)C=O (2-[4-(4-methyl-[1,4]diazepan-1-yl)-butoxy]-pyridine-4-carbaldehyde), FC=1C(=C(C(=CC1)N)N)C (4-fluoro-3-methyl-benzene-1,2-diamine), Na2S2O5. Run in CN(C)C=O (DMF). Product: FC1=C(C2=C(NC(=N2)C2=CC(=NC=C2)OCCCCN2CCN(CCC2)C)C=C1)C (5-Fluoro-4-methyl-2-{2-[4-(4-methyl-[1,4]diazepan-1-yl)-butoxy]-pyridin-4-yl}-1H-benzoimidazole). Isolated yield 5.6%. Reaction SMILES: [CH3:1][N:2]1[CH2:8][CH2:7][CH2:6][N:5]([CH2:9][CH2:10][CH2:11][CH2:12][O:13][C:14]2[CH:19]=[C:18]([CH:20]=O)[CH:17]=[CH:16][N:15]=2)[CH2:4][CH2:3]1.[F:22][C:23]1[C:24]([CH3:31])=[C:25]([NH2:30])[C:26]([NH2:29])=[CH:27][CH:28]=1>CN(C=O)C>[F:22][C:23]1[CH:28]=[CH:27][C:26]2[NH:29][C:20]([C:18]3[CH:17]=[CH:16][N:15]=[C:14]([O:13][CH2:12][CH2:11][CH2:10][CH2:9][N:5]4[CH2:6][CH2:7][CH2:8][N:2]([CH3:1])[CH2:3][CH2:4]4)[CH:19]=3)=[N:30][C:25]=2[C:24]=1[CH3:31]. Procedure: 5-Fluoro-4-methyl-2-{2-[4-(4-methyl-[1,4]diazepan-1-yl)-butoxy]-pyridin-4-yl}-1H-benzoimidazole. To a stirred solution of 2-[4-(4-methyl-[1,4]diazepan-1-yl)-butoxy]-isonicotinonitrile (1.0 g, 3.47 mmol, 1.0 equiv) in toluene (5.0 mL) at 0° C. was added 1.0 M diisobutylaluminum hydride in toluene (5.2 mL, 5.2 mmol, 1.5 equiv). After 3 h, methanol (9 mL) and 1.0 M H2SO4 (10 mL) were added. The mixture was stirred for 30 min, and then 1.0 M NaOH (10 mL) was added, followed by satd. aq. sodium potas... Starting materials: C=CCCN(c1ccccc1)S(=O)(=O)c1ccccc1[N+](=O)[O-], ClC(Cl)Cl, [Na+], O=C([O-])O, O, O=C(OO)c1cccc(Cl)c1. The product is O=[N+]([O-])c1ccccc1S(=O)(=O)N(CCC1CO1)c1ccccc1. As a reaction SMILES: [CH2:12]([CH2:13][CH:14]=[CH2:15])[N:16]([S:17](=[O:18])(=[O:19])[c:20]1[c:21]([N+:26](=[O:27])[O-:28])[cH:22][cH:23][cH:24][cH:25]1)[c:29]1[cH:30][cH:31][cH:32][cH:33][cH:34]1.[Cl:35][CH:36]([Cl:37])[Cl:38].[Na+:44].[O-:40][C:41]([OH:42])=[O:43].[OH2:39].[OH:1][O:2][C:3]([c:4]1[cH:5][c:6]([Cl:7])[cH:8][cH:9][cH:10]1)=[O:11]>>[O:1]1[CH:14]([CH2:13][CH2:12][N:16]([S:17](=[O:18])(=[O:19])[c:20]2[c:21]([N+:26](=[O:27])[O-:28])[cH:22][cH:23][cH:24][cH:25]2)[c:29]2[cH:30][cH:31][cH:32][cH:33][cH:34]2)[CH2:15]1. Yields the product CC(c1cc(OCc2ccc(C(=O)O)cc2)ccc1Cl)C(O)(c1ccc2c(c1)N(C)C(=O)CO2)C(F)(F)F. As a reaction SMILES: [CH2:1]([CH3:2])[O:3][C:4]([c:5]1[cH:6][cH:7][c:8]([CH2:11][O:12][c:13]2[cH:14][c:15]([CH:20]([C:21]([C:22]([F:23])([F:24])[F:25])([c:26]3[cH:27][cH:28][c:29]4[c:30]([cH:37]3)[N:31]([CH3:36])[C:32](=[O:35])[CH2:33][O:34]4)[OH:38])[CH3:39])[c:16]([Cl:19])[cH:17][cH:18]2)[cH:9][cH:10]1)=[O:40].[CH3:49][OH:50].[ClH:43].[Li+:42].[O:44]1[CH2:45][CH2:46][CH2:47][CH2:48]1.[OH-:41]>>[O:3]=[C:4]([c:5]1[cH:6][cH:7][c:8]([CH2:11][O:12][c:13]2[cH:14][c:15]([CH:20]([C:21]([C:22]([F:23])([F:24])[F:25])([c:26]3[cH:27][cH:28][c:29]4[c:30]([cH:37]3)[N:31]([CH3:36])[C:32](=[O:35])[CH2:33][O:34]4)[OH:38])[CH3:39])[c:16]([Cl:19])[cH:17][cH:18]2)[cH:9][cH:10]1)[OH:40]. The reactants are CCOC(=O)c1ccc(COc2ccc(Cl)c(C(C)C(O)(c3ccc4c(c3)N(C)C(=O)CO4)C(F)(F)F)c2)cc1, CO, Cl, [Li+], C1CCOC1, [OH-]. Starting materials: C1(CCCCC1)C=1C=2C=CC(=CC2N2C1C1=C(CC(C2)O)C=CC=C1)C(=O)OC (methyl 13-cyclohexyl-6-hydroxy-6,7-dihydro-5H-indolo[2,1-a][2]benzazepine-10-carboxylate). Solvent: C(Cl)Cl (DCM), CCOC(=O)C (EtOAc). Reaction conditions: time 2 hour. The product is C1(CCCCC1)C=1C=2C=CC(=CC2N2C1C1=C(CC(C2)=O)C=CC=C1)C(=O)OC (methyl 13-cyclohexyl-6-oxo-6,7-dihydro-5H-indolo[2,1-a][2]benzazepine-10-carboxylate). RXN SMILES: [CH:1]1([C:7]2[C:8]3[CH:9]=[CH:10][C:11]([C:26]([O:28][CH3:29])=[O:27])=[CH:12][C:13]=3[N:14]3[CH2:20][CH:19]([OH:21])[CH2:18][C:17]4[CH:22]=[CH:23][CH:24]=[CH:25][C:16]=4[C:15]=23)[CH2:6][CH2:5][CH2:4][CH2:3][CH2:2]1>C(Cl)Cl.CCOC(C)=O>[CH:1]1([C:7]2[C:8]3[CH:9]=[CH:10][C:11]([C:26]([O:28][CH3:29])=[O:27])=[CH:12][C:13]=3[N:14]3[CH2:20][C:19](=[O:21])[CH2:18][C:17]4[CH:22]=[CH:23][CH:24]=[CH:25][C:16]=4[C:15]=23)[CH2:2][CH2:3][CH2:4][CH2:5][CH2:6]1. Reported procedure: A solution (0.05 M) of methyl 13-cyclohexyl-6-hydroxy-6,7-dihydro-5H-indolo[2,1-a][2]benzazepine-10-carboxylate in DCM was treated with DMP (1.3 eq) at 0° C. and left warming to RT and then stirred for 2 h under nitrogen. The solution was then diluted with EtOAc and washed with satd. NaHCO3, water, brine, dried over Na2SO4 and evaporated in vacuo to afford methyl 13-cyclohexyl-6-oxo-6,7-dihydro-5H-indolo[2,1-a][2]benzazepine-10-carboxylate. The crude material was dissolved in 1,2-DCE (0.05 M), 2... Yields the product C(CCCCCCCCCCC)(=O)N[C@@H](CSC[C@H](NC(OCC1C2=CC=CC=C2C=2C=CC=CC12)=O)C(=O)OC(C)(C)C)COCCCCCCCCCCCCCCCC ((5R,9R)-tert-butyl 9-dodecanamido-1-(9H-fluoren-9-yl)-3-oxo-2,11-dioxa-7-thia-4-azaheptacosane-5-carboxylate). Procedure: A mixture of (5R,9R)-tert-butyl 9-azido-1-(9H-fluoren-9-yl)-3-oxo-2,11-dioxa-7-thia-4-azaheptacosane-5-carboxylate (1.0 eq), Pd(OH)2 (0.5 eq), dodecanoyl chloride (2.4 eq), and DIEA (4.8 eq) in EtOAc (0.01 M) was stirred under H2 (1 atm) at 25° C. overnight. The reaction was filtered and washed with DCM. The filtrate was concentrated en vaccuo. The resulting crude was purified by flash chromatography on a COMBIFLASH® system (ISCO) using 0-20% EtOAc/Hex to give (5R,9R)-tert-butyl 9-dodecanamido-1... Run in CCOC(=O)C (EtOAc). RXN SMILES: [N:1]([C@H:4]([CH2:34][O:35][CH2:36][CH2:37][CH2:38][CH2:39][CH2:40][CH2:41][CH2:42][CH2:43][CH2:44][CH2:45][CH2:46][CH2:47][CH2:48][CH2:49][CH2:50][CH3:51])[CH2:5][S:6][CH2:7][C@@H:8]([C:27]([O:29][C:30]([CH3:33])([CH3:32])[CH3:31])=[O:28])[NH:9][C:10](=[O:26])[O:11][CH2:12][CH:13]1[C:25]2[CH:24]=[CH:23][CH:22]=[CH:21][C:20]=2[C:19]2[C:14]1=[CH:15][CH:16]=[CH:17][CH:18]=2)=[N+]=[N-].[C:52](Cl)(=[O:64])[CH2:53][CH2:54][CH2:55][CH2:56][CH2:57][CH2:58][CH2:59][CH2:60][CH2:61][CH2:62][CH3:63].CCN(C(C)C)C(C)C>CCOC(C)=O.[OH-].[OH-].[Pd+2]>[C:52]([NH:1][C@H:4]([CH2:34][O:35][CH2:36][CH2:37][CH2:38][CH2:39][CH2:40][CH2:41][CH2:42][CH2:43][CH2:44][CH2:45][CH2:46][CH2:47][CH2:48][CH2:49][CH2:50][CH3:51])[CH2:5][S:6][CH2:7][C@@H:8]([C:27]([O:29][C:30]([CH3:33])([CH3:32])[CH3:31])=[O:28])[NH:9][C:10](=[O:26])[O:11][CH2:12][CH:13]1[C:25]2[CH:24]=[CH:23][CH:22]=[CH:21][C:20]=2[C:19]2[C:14]1=[CH:15][CH:16]=[CH:17][CH:18]=2)(=[O:64])[CH2:53][CH2:54][CH2:55][CH2:56][CH2:57][CH2:58][CH2:59][CH2:60][CH2:61][CH2:62][CH3:63] |f:4.5.6|. The reactants are N(=[N+]=[N-])[C@@H](CSC[C@H](NC(OCC1C2=CC=CC=C2C=2C=CC=CC12)=O)C(=O)OC(C)(C)C)COCCCCCCCCCCCCCCCC ((5R,9R)-tert-butyl 9-azido-1-(9H-fluoren-9-yl)-3-oxo-2,11-dioxa-7-thia-4-azaheptacosane-5-carboxylate), C(CCCCCCCCCCC)(=O)Cl (dodecanoyl chloride), CCN(C(C)C)C(C)C (DIEA). The reagents and catalysts are [OH-].[OH-].[Pd+2] (Pd(OH)2). Conditions: temperature 25 celsius, time 8 hour. Reactants: COC(=O)CC(C)=O, CCOC(=O)CC(C)=O, COC(=O)CC1(C)OCCc2c1[nH]c1ccccc21. Yields the product CCOC(=O)CC1(C)OCCc2c1[nH]c1ccccc21. RXN SMILES: [C:1]([O:2][CH3:3])(=[O:4])[CH2:5][C:6]([CH3:7])=[O:8].[C:9]([O:10][CH2:11][CH3:12])(=[O:13])[CH2:14][C:15]([CH3:16])=[O:17].[CH3:18][O:19][C:20]([CH2:21][C:22]1([CH3:35])[O:23][CH2:24][CH2:25][c:26]2[c:27]1[nH:28][c:29]1[cH:30][cH:31][cH:32][cH:33][c:34]21)=[O:36]>>[CH3:1][CH2:18][O:19][C:20]([CH2:21][C:22]1([CH3:35])[O:23][CH2:24][CH2:25][c:26]2[c:27]1[nH:28][c:29]1[cH:30][cH:31][cH:32][cH:33][c:34]21)=[O:36].